From a dataset of the Open Reaction Database (ORD), a public repository of structured organic reaction records. describe an organic reaction: reactants, conditions, products, and yield Starting materials: ClC1=CC(N(N=C1)CCOC)=O (5-Chloro-2-(2-methoxy-ethyl)-2H-pyridazin-3-one), IC=1N=C(NC1C)C (4-iodo-2,5-dimethyl-1H-imidazole). The product is IC=1N=C(N(C1C)C1=CC(N(N=C1)CCOC)=O)C (5-(4-Iodo-2,5-dimethyl-imidazol-1-yl)-2-(2-methoxy-ethyl)-2H-pyridazin-3-one). Reaction SMILES: Cl[C:2]1[CH:7]=[N:6][N:5]([CH2:8][CH2:9][O:10][CH3:11])[C:4](=[O:12])[CH:3]=1.[I:13][C:14]1[N:15]=[C:16]([CH3:20])[NH:17][C:18]=1[CH3:19]>>[I:13][C:14]1[N:15]=[C:16]([CH3:20])[N:17]([C:2]2[CH:7]=[N:6][N:5]([CH2:8][CH2:9][O:10][CH3:11])[C:4](=[O:12])[CH:3]=2)[C:18]=1[CH3:19]. Reported procedure: The title compound, light yellow waxy solid, MS: m/e=375.2 (M+H+), was prepared in accordance with the general method of example 23b from 5-Chloro-2-(2-methoxy-ethyl)-2H-pyridazin-3-one and 4-iodo-2,5-dimethyl-1H-imidazole. The reactants are COC=1C=C(C=CC1OC)C1NC=2N(C(C1)C(F)(F)F)N=C(C2)C=2C=C(C(=O)O)C=CC2 (3-(5-(3,4-dimethoxyphenyl)-7-(trifluoromethyl)-4,5,6,7-tetrahydropyrazolo[1,5-a]pyrimidin-2-yl)benzoic acid), C(C)(C)(C)OC(N[C@H]1CNC[C@H](C1)C)=O (tert-butyl((3R,5S)-5-methylpiperidin-3-yl)carbamate). Yields the product C(C)(C)(C)OC(N[C@H]1CN(C[C@H](C1)C)C(C1=CC(=CC=C1)C1=NN2C(NC(CC2C(F)(F)F)C2=CC(=C(C=C2)OC)OC)=C1)=O)=O (tert-butyl((3R,5S)-1-(3-(5-(3,4-dimethoxyphenyl)-7-(trifluoromethyl)-4,5,6,7-tetrahydropyrazolo[1,5-a]pyrimidin-2-yl)benzoyl)-5-methylpiperidin-3-yl)carbamate). Isolated yield 60.7%. Reaction SMILES: [CH3:1][O:2][C:3]1[CH:4]=[C:5]([CH:11]2[CH2:16][CH:15]([C:17]([F:20])([F:19])[F:18])[N:14]3[N:21]=[C:22]([C:24]4[CH:25]=[C:26]([CH:30]=[CH:31][CH:32]=4)[C:27](O)=[O:28])[CH:23]=[C:13]3[NH:12]2)[CH:6]=[CH:7][C:8]=1[O:9][CH3:10].[C:33]([O:37][C:38](=[O:47])[NH:39][C@@H:40]1[CH2:45][C@H:44]([CH3:46])[CH2:43][NH:42][CH2:41]1)([CH3:36])([CH3:35])[CH3:34]>>[C:33]([O:37][C:38](=[O:47])[NH:39][C@@H:40]1[CH2:45][C@H:44]([CH3:46])[CH2:43][N:42]([C:27](=[O:28])[C:26]2[CH:30]=[CH:31][CH:32]=[C:24]([C:22]3[CH:23]=[C:13]4[NH:12][CH:11]([C:5]5[CH:6]=[CH:7][C:8]([O:9][CH3:10])=[C:3]([O:2][CH3:1])[CH:4]=5)[CH2:16][CH:15]([C:17]([F:20])([F:18])[F:19])[N:14]4[N:21]=3)[CH:25]=2)[CH2:41]1)([CH3:36])([CH3:34])[CH3:35]. Reported procedure: Example ER-896389 was prepared in two steps from compound 3-(5-(3,4-dimethoxyphenyl)-7-(trifluoromethyl)-4,5,6,7-tetrahydropyrazolo[1,5-a]pyrimidin-2-yl)benzoic acid (25 mg, 0.056 mmol) and commercially available tert-butyl((3R,5S)-5-methylpiperidin-3-yl)carbamate (48 mg, 0.224 mmol) in a manner similar to that of example D-6 to afford intermediate tert-butyl((3R,5S)-1-(3-(5-(3,4-dimethoxyphenyl)-7-(trifluoromethyl)-4,5,6,7-tetrahydropyrazolo[1,5-a]pyrimidin-2-yl)benzoyl)-5-methylpiperidin-3-yl)... Starting materials: C=C(CC1(CCN(CC1)C(=O)OC(C)(C)C)C(=O)OCC)CC (1-tert-butyl 4-ethyl 4-(2-methylenebutyl)piperidine-1,4-dicarboxylate), I(=O)(=O)(=O)[O-].[Na+] (sodium periodate). Reagents/catalysts: O[Os](=O)(=O)(O)(O)O.[K] (Potassium tetrahydroxydioxidoosmium), O[Os](=O)(=O)(O)(O)O.[K] (potassium tetrahydroxydioxidoosmium). The solvent is CC(=O)C (acetone), O (water). Run at time 10 minute. Yields the product O=C(CC1(CCN(CC1)C(=O)OC(C)(C)C)C(=O)OCC)CC (1-tert-butyl 4-ethyl 4-(2-oxobutyl)piperidine-1,4-dicarboxylate). As a reaction SMILES: C=[C:2]([CH2:22][CH3:23])[CH2:3][C:4]1([C:17]([O:19][CH2:20][CH3:21])=[O:18])[CH2:9][CH2:8][N:7]([C:10]([O:12][C:13]([CH3:16])([CH3:15])[CH3:14])=[O:11])[CH2:6][CH2:5]1.I([O-])(=O)(=O)=[O:25].[Na+]>CC(C)=O.O.O[Os](O)(O)(O)(=O)=O.[K]>[O:25]=[C:2]([CH2:22][CH3:23])[CH2:3][C:4]1([C:17]([O:19][CH2:20][CH3:21])=[O:18])[CH2:9][CH2:8][N:7]([C:10]([O:12][C:13]([CH3:14])([CH3:15])[CH3:16])=[O:11])[CH2:6][CH2:5]1 |f:1.2,5.6,^1:41|. Procedure: Potassium tetrahydroxydioxidoosmium (0.041 g, 0.111 mmol) was added to a solution of 1-tert-butyl 4-ethyl 4-(2-methylenebutyl)piperidine-1,4-dicarboxylate (1.0 g, 3.07 mmol) in acetone (20 mL) and water (20 mL) and stirred for 10 min. Solid sodium periodate (2.62 g, 12.26 mmol) was added in four portions during 1 hour and the reaction temperature was maintained below 40° C. using an ice-bath. The resulting mixture was stirred for 1 hour at room temperature. At this point LCMS showed incomplete r... Reactants: N#CCCNNc1c(Cl)cc(C(F)(F)F)cc1Cl, N#CCC=NNc1c(Cl)cc(C(F)(F)F)cc1Cl, Clc1ccccc1. The product is N#CCCN=Nc1c(Cl)cc(C(F)(F)F)cc1Cl, N#CCC=NNc1c(Cl)cc(C(F)(F)F)cc1Cl. As a reaction SMILES: [Cl:19][c:20]1[c:21]([NH:31][NH:32][CH2:33][CH2:34][C:35]#[N:36])[c:22]([Cl:30])[cH:23][c:24]([C:26]([F:27])([F:28])[F:29])[cH:25]1.[Cl:1][c:2]1[c:3]([NH:13][N:14]=[CH:15][CH2:16][C:17]#[N:18])[c:4]([Cl:12])[cH:5][c:6]([C:8]([F:9])([F:10])[F:11])[cH:7]1.[Cl:37][c:38]1[cH:39][cH:40][cH:41][cH:42][cH:43]1>>[Cl:19][c:20]1[c:21]([N:31]=[N:32][CH2:33][CH2:34][C:35]#[N:36])[c:22]([Cl:30])[cH:23][c:24]([C:26]([F:27])([F:28])[F:29])[cH:25]1.[Cl:1][c:2]1[c:3]([NH:13][N:14]=[CH:15][CH2:16][C:17]#[N:18])[c:4]([Cl:12])[cH:5][c:6]([C:8]([F:9])([F:10])[F:11])[cH:7]1. Starting materials: OC1=CC(=C(C=O)C=C1)OC (4-hydroxy-2-methoxybenzaldehyde), TEA, C(CCCCCC)OC1=CC=C(C(=O)O)C=C1 (4-(heptyloxy)benzoic acid), C(C(=O)Cl)(=O)Cl (oxalyl chloride). The reagents and catalysts are CN(C)C=O (DMF). Solvent: C(Cl)Cl (DCM), C(Cl)Cl (DCM), C(Cl)Cl (DCM). Reaction conditions: time 2 hour. Yields the product C(CCCCCC)OC1=CC=C(C(=O)OC2=CC(=C(C=C2)C=O)OC)C=C1 (4-formyl-3-methoxyphenyl 4-(heptyloxy)benzoate). Isolated yield 15.3%. RXN SMILES: [CH2:1]([O:8][C:9]1[CH:17]=[CH:16][C:12]([C:13]([OH:15])=[O:14])=[CH:11][CH:10]=1)[CH2:2][CH2:3][CH2:4][CH2:5][CH2:6][CH3:7].C(Cl)(=O)C(Cl)=O.O[C:25]1[CH:32]=[CH:31][C:28]([CH:29]=[O:30])=[C:27]([O:33][CH3:34])[CH:26]=1>C(Cl)Cl.CN(C=O)C>[CH2:1]([O:8][C:9]1[CH:17]=[CH:16][C:12]([C:13]([O:15][C:25]2[CH:32]=[CH:31][C:28]([CH:29]=[O:30])=[C:27]([O:33][CH3:34])[CH:26]=2)=[O:14])=[CH:11][CH:10]=1)[CH2:2][CH2:3][CH2:4][CH2:5][CH2:6][CH3:7]. Procedure: Prepared using General Procedure 2: To a stirred solution of 4-(heptyloxy)benzoic acid (1.41 g, 5.98 mmol) in DCM (10 mL) was added DMF (3 drops) and oxalyl chloride (0.589 mL, 6.87 mmol). After stirring for 2 h, the reaction mixture was added to a solution of 4-hydroxy-2-methoxybenzaldehyde (1 g, 6.57 mmol) and TEA (1.25 mL, 8.96 mmol) in DCM (10 mL) and stirred for 18 h. The reaction mixture was diluted with DCM (100 mL) and was washed with NaHCO3 (100 mL). The organic layer was pre-absorbed o...